Dataset: the Open Reaction Database (ORD), a public repository of structured organic reaction records. Task: describe an organic reaction: reactants, conditions, products, and yield The reactants are C(C)(=O)OC(C)C (isopropyl acetate), CC(C(N)C1=CC=CC=C1)(C)C1=NC=CC=C1 (racemic 2-methyl-1-phenyl-2-(pyridin-2-yl)propan-1-amine), Cl (HCl). Solvent: C(C)(C)O (isopropyl alcohol). The product is CC([C@@H](N)C1=CC=CC=C1)(C)C1=NC=CC=C1 ((S)-2-methyl-1-phenyl-2-(pyridin-2-yl)propan-1-amine), CC(C(=O)C1=CC=CC=C1)(C)C1=NC=CC=C1 (2-Methyl-1-phenyl-2-(pyridin-2-yl) propan-1-one). As a reaction SMILES: [CH3:1][C:2]([C:12]1[CH:17]=[CH:16][CH:15]=[CH:14][N:13]=1)([CH3:11])[CH:3]([C:5]1[CH:10]=[CH:9][CH:8]=[CH:7][CH:6]=1)[NH2:4].Cl.C(OC(C)C)(=[O:21])C>C(O)(C)C>[CH3:11][C:2]([C:12]1[CH:17]=[CH:16][CH:15]=[CH:14][N:13]=1)([CH3:1])[C@H:3]([C:5]1[CH:10]=[CH:9][CH:8]=[CH:7][CH:6]=1)[NH2:4].[CH3:1][C:2]([C:12]1[CH:17]=[CH:16][CH:15]=[CH:14][N:13]=1)([CH3:11])[C:3]([C:5]1[CH:10]=[CH:9][CH:8]=[CH:7][CH:6]=1)=[O:21]. Procedure details: (S)-2-methyl-1-phenyl-2-(pyridin-2-yl)propan-1-amine is prepared starting from racemic 2-methyl-1-phenyl-2-(pyridin-2-yl)propan-1-amine using chiral SFC chromatography. This oil is dissolved in isopropyl acetate and a solution of 5-6 N HCl in isopropyl alcohol is added. The mixture is concentrated, and triturated in ether to yield 4 as a white solid. M.p.=188° C. 1HNMR (300 MHz, CD3OD): δ 1.59 (s, 3H), 1.76 (s, 3H), 5.09 (s, 1H), 7.25-7.28 (m, 2H), 7.38-7.40 (m, 3H), 8.00 (t, J=6.6 Hz, 1H), 8.11... Reactants: CC(=O)O[BH-](OC(C)=O)OC(C)=O, C=O, CC(=O)O, CO, ClCCl, O=C(O)C(F)(F)F, O=S(=O)(Nc1ncns1)c1cc(F)c(Oc2ccc(Cl)cc2-c2ccnn2C2CNC2)cc1F, [Na+]. Product: CN1CC(n2nccc2-c2cc(Cl)ccc2Oc2cc(F)c(S(=O)(=O)Nc3ncns3)cc2F)C1. Reaction SMILES: [C:48]([O:49][BH-:50]([O:51][C:52](=[O:53])[CH3:54])[O:55][C:56](=[O:57])[CH3:58])(=[O:59])[CH3:60].[CH2:46]=[O:47].[CH3:42][C:43](=[O:44])[OH:45].[CH3:65][OH:66].[Cl:62][CH2:63][Cl:64].[F:1][C:2]([F:3])([F:4])[C:5]([OH:6])=[O:7].[NH:8]1[CH2:9][CH:10]([n:12]2[n:13][cH:14][cH:15][c:16]2-[c:17]2[c:18]([O:19][c:20]3[cH:21][c:22]([F:36])[c:23]([S:27](=[O:28])(=[O:29])[NH:30][c:31]4[n:32][cH:33][n:34][s:35]4)[cH:24][c:25]3[F:26])[cH:37][cH:38][c:39]([Cl:41])[cH:40]2)[CH2:11]1.[Na+:61]>>[CH3:2][N:8]1[CH2:9][CH:10]([n:12]2[n:13][cH:14][cH:15][c:16]2-[c:17]2[c:18]([O:19][c:20]3[cH:21][c:22]([F:36])[c:23]([S:27](=[O:28])(=[O:29])[NH:30][c:31]4[n:32][cH:33][n:34][s:35]4)[cH:24][c:25]3[F:26])[cH:37][cH:38][c:39]([Cl:41])[cH:40]2)[CH2:11]1. Reactants: CCN(C(C)C)C(C)C, ClCCl, Cn1ncc(NC(=O)Oc2ccccc2)c1NC(c1ccccc1)(c1ccccc1)c1ccccc1, CC(C)(C)OC(=O)N1CC(N)C1. Product: Cn1ncc(NC(=O)NC2CN(C(=O)OC(C)(C)C)C2)c1NC(c1ccccc1)(c1ccccc1)c1ccccc1. Reaction SMILES: [CH2:49]([N:50]([CH:51]([CH3:52])[CH3:53])[CH:54]([CH3:55])[CH3:56])[CH3:57].[CH2:58]([Cl:59])[Cl:60].[CH3:1][n:2]1[n:3][cH:4][c:5]([NH:27][C:28]([O:29][c:31]2[cH:32][cH:33][cH:34][cH:35][cH:36]2)=[O:30])[c:6]1[NH:7][C:8]([c:9]1[cH:10][cH:11][cH:12][cH:13][cH:14]1)([c:15]1[cH:16][cH:17][cH:18][cH:19][cH:20]1)[c:21]1[cH:22][cH:23][cH:24][cH:25][cH:26]1.[NH2:37][CH:38]1[CH2:39][N:40]([C:42](=[O:43])[O:44][C:45]([CH3:46])([CH3:47])[CH3:48])[CH2:41]1>>[CH3:1][n:2]1[n:3][cH:4][c:5]([NH:27][C:28](=[O:29])[NH:37][CH:38]2[CH2:39][N:40]([C:42](=[O:43])[O:44][C:45]([CH3:46])([CH3:47])[CH3:48])[CH2:41]2)[c:6]1[NH:7][C:8]([c:9]1[cH:10][cH:11][cH:12][cH:13][cH:14]1)([c:15]1[cH:16][cH:17][cH:18][cH:19][cH:20]1)[c:21]1[cH:22][cH:23][cH:24][cH:25][cH:26]1.